From a dataset of the Open Reaction Database (ORD), a public repository of structured organic reaction records. describe an organic reaction: reactants, conditions, products, and yield Starting materials: CN1C(CC(CC1(C)C)O)(C)C (1,2,2,6,6-pentamethyl-piperidin-4-ol), ClC1=C(C=CC(=C1)F)F (1-chloro-2,5-difluorobenzene). Product: Cl.ClC=1C=C(OC2CC(N(C(C2)(C)C)C)(C)C)C=CC1F (4-(3-Chloro-4-fluoro-phenoxy)-1,2,2,6,6-pentamethyl-piperidine hydrochloric acid salt). Reaction SMILES: [CH3:1][N:2]1[C:7]([CH3:9])([CH3:8])[CH2:6][CH:5]([OH:10])[CH2:4][C:3]1([CH3:12])[CH3:11].[Cl:13][C:14]1[CH:19]=[C:18](F)[CH:17]=[CH:16][C:15]=1[F:21]>>[ClH:13].[Cl:13][C:14]1[CH:19]=[C:18]([CH:17]=[CH:16][C:15]=1[F:21])[O:10][CH:5]1[CH2:6][C:7]([CH3:8])([CH3:9])[N:2]([CH3:1])[C:3]([CH3:12])([CH3:11])[CH2:4]1 |f:2.3|. Reported procedure: Was prepared according to method B from 1,2,2,6,6-pentamethyl-piperidin-4-ol and 1-chloro-2,5-difluorobenzene. Mp 198.0-200.9° C. Yields the product Brc1ccc(OC2CNCc3sccc32)c2ccccc12. Reactants: Fc1ccc(Br)c2ccccc12, OC1CNCc2sccc21. Reaction SMILES: [Br:11][c:12]1[cH:13][cH:14][c:15]([F:22])[c:16]2[cH:17][cH:18][cH:19][cH:20][c:21]12.[s:1]1[cH:2][cH:3][c:4]2[c:5]1[CH2:6][NH:7][CH2:8][CH:9]2[OH:10]>>[s:1]1[cH:2][cH:3][c:4]2[c:5]1[CH2:6][NH:7][CH2:8][CH:9]2[O:10][c:15]1[cH:14][cH:13][c:12]([Br:11])[c:21]2[c:16]1[cH:17][cH:18][cH:19][cH:20]2. Reactants: Cc1cnc(Nc2ccc(OCc3ccccc3)cc2)c([N+](=O)[O-])c1, C1CCOC1, CC(=O)O, [Zn]. Yields the product Cc1cnc(Nc2ccc(OCc3ccccc3)cc2)c(N)c1. Reaction SMILES: [CH2:1]([c:2]1[cH:3][cH:4][cH:5][cH:6][cH:7]1)[O:8][c:9]1[cH:10][cH:11][c:12]([NH:15][c:16]2[n:17][cH:18][c:19]([CH3:25])[cH:20][c:21]2[N+:22]([O-:23])=[O:24])[cH:13][cH:14]1.[CH2:30]1[O:31][CH2:32][CH2:33][CH2:34]1.[CH3:26][C:27](=[O:28])[OH:29].[Zn:35]>>[CH2:1]([c:2]1[cH:3][cH:4][cH:5][cH:6][cH:7]1)[O:8][c:9]1[cH:10][cH:11][c:12]([NH:15][c:16]2[n:17][cH:18][c:19]([CH3:25])[cH:20][c:21]2[NH2:22])[cH:13][cH:14]1. The reactants are O=N[O-], Cc1c(N)cccc1C(=O)O, NC(N)=O, [Na+], O=N[O-], O, O=S(=O)(O)O. Yields the product Cc1c(O)cccc1C(=O)O. Reaction SMILES: [N:17]([O-:18])=[O:19].[NH2:1][c:2]1[c:3]([CH3:11])[c:4]([C:5](=[O:6])[OH:7])[cH:8][cH:9][cH:10]1.[NH2:21][C:22](=[O:23])[NH2:24].[Na+:20].[O-:25][N:26]=[O:27].[OH2:28].[S:12]([OH:13])(=[O:14])(=[O:15])[OH:16]>>[c:2]1([OH:13])[c:3]([CH3:11])[c:4]([C:5](=[O:6])[OH:7])[cH:8][cH:9][cH:10]1. The reactants are N1C(=CC2=CC=CC=C12)C(=O)N (1H-2-indolecarboxamide), C(\C=C/C(=O)O)(=O)O (maleic acid). Solvent: C(C)(=O)OCC (ethyl acetate), C(C)(=O)OCC (ethyl acetate). Product: C(\C=C/C(=O)O)(=O)O.C(\C=C/C(=O)O)(=O)O.N1C(=CC2=CC=CC=C12)C(=O)N (1H-2-indolecarboxamide di-maleate). RXN SMILES: [NH:1]1[C:9]2[C:4](=[CH:5][CH:6]=[CH:7][CH:8]=2)[CH:3]=[C:2]1[C:10]([NH2:12])=[O:11].[C:13]([OH:20])(=[O:19])/[CH:14]=[CH:15]\[C:16]([OH:18])=[O:17]>C(OCC)(=O)C>[C:13]([OH:20])(=[O:19])/[CH:14]=[CH:15]\[C:16]([OH:18])=[O:17].[C:13]([OH:20])(=[O:19])/[CH:14]=[CH:15]\[C:16]([OH:18])=[O:17].[NH:1]1[C:9]2[C:4](=[CH:5][CH:6]=[CH:7][CH:8]=2)[CH:3]=[C:2]1[C:10]([NH2:12])=[O:11] |f:3.4.5|. Reported procedure: A solution of 3-(4-amino-3-methoxyphenyl)-1-[1-(1-methylpiperidin-4-yl)piperidin-4-yl]-1H-pyrazolo[3,4-d]pyrimidin-4-amine (0.500 g, 1.15 mmol) in pyridine (8 mL) at −5° C. was treated with a solution of 1H-2-indolecarbonyl chloride (0.413 g, 2.3 mmol) in dichloromethane (1 mL). The reaction mixture stirred for 20 min at −5° C. The dry ice/acetone bath was removed and the reaction mixture stirred for 18 h under nitrogen atmosphere. 1H-2-indolecarbonyl chloride (0.207 g, 1.15 mmol) was added and ... Reactants: ClCCl, CSC, CN(C)c1ccc(Cl)c(CO)c1, O. Product: CN(C)c1ccc(Cl)c(CCl)c1. RXN SMILES: [CH2:17]([Cl:18])[Cl:19].[CH3:1][S:2][CH3:3].[Cl:4][c:5]1[c:6]([CH2:7][OH:8])[cH:9][c:10]([N:13]([CH3:14])[CH3:15])[cH:11][cH:12]1.[OH2:16]>>[Cl:4][c:5]1[c:6]([CH2:7][Cl:18])[cH:9][c:10]([N:13]([CH3:14])[CH3:15])[cH:11][cH:12]1. Starting materials: NC1=NC=CC(=C1)CN1C(OC(C2=C1C=CC=C2)=O)=O (1-(2-amino-pyridin-4-ylmethyl)-1H-benzo[d][1,3]oxazine-2,4-dione), N(=C=O)C (isocyanatomethane), N(=C=O)C (isocyanatomethane). Run in N1=CC=CC=C1 (pyridine). The product is O=C1OC(C2=C(N1CC1=CC(=NC=C1)NC(=O)NC)C=CC=C2)=O (1-[4-(2,4-dioxo-4H-benzo[d][1,3]oxazin-1-ylmethyl)-pyridin-2-yl]-3-methyl-urea). Reaction SMILES: [NH2:1][C:2]1[CH:7]=[C:6]([CH2:8][N:9]2[C:14]3[CH:15]=[CH:16][CH:17]=[CH:18][C:13]=3[C:12](=[O:19])[O:11][C:10]2=[O:20])[CH:5]=[CH:4][N:3]=1.[N:21]([CH3:24])=[C:22]=[O:23]>N1C=CC=CC=1>[O:20]=[C:10]1[N:9]([CH2:8][C:6]2[CH:5]=[CH:4][N:3]=[C:2]([NH:1][C:22]([NH:21][CH3:24])=[O:23])[CH:7]=2)[C:14]2[CH:15]=[CH:16][CH:17]=[CH:18][C:13]=2[C:12](=[O:19])[O:11]1. Procedure: To a stirred solution of 1-(2-amino-pyridin-4-ylmethyl)-1H-benzo[d][1,3]oxazine-2,4-dione (7.0 g, see preparation 7b) in pyridine (70 ml) was added isocyanatomethane (5 eq.) over 45 minutes. More isocyanatomethane (in total 20 eq.) was added over time until all starting material had been consumed. The solvent was evaporated under reduced pressure. The remaining solid material washed with EtOAc (50 ml) and gave 1-[4-(2,4-dioxo-4H-benzo[d][1,3]oxazin-1-ylmethyl)-pyridin-2-yl]-3-methyl-urea after d... The reactants are compound 7, CC=1SC2=C(N1)C=C(C=C2)OCC2OC2 (2-methyl-5-(oxiran-2-ylmethoxy)benzothiazole), compound 6, C(C)(=O)OC1=CC=C(C=C1)NC(CN1CCNCC1)=O (4-(2-piperazinylacetylamino)phenyl acetate), CC1=C(C(=CC=C1)C)NC(CN1CCNCC1)=O (N-(2,6-dimethylphenyl)-piperazin-1-yl-acetamide), compound 7. Yields the product OC(CN1CCN(CC1)CC(=O)NC1=CC=C(C=C1)O)COC=1C=CC2=C(N=C(S2)C)C1 (2-{4-[2-hydroxy-3-(2-methyl-benzothiazol-5-yloxy)-propyl]-piperazin-1-yl}-N-(4-hydroxy-phenyl)acetamide). As a reaction SMILES: [CH3:1][C:2]1[S:3][C:4]2[CH:10]=[CH:9][C:8]([O:11][CH2:12][CH:13]3[CH2:15][O:14]3)=[CH:7][C:5]=2[N:6]=1.C([O:19][C:20]1[CH:25]=[CH:24][C:23]([NH:26][C:27](=[O:35])[CH2:28][N:29]2[CH2:34][CH2:33][NH:32][CH2:31][CH2:30]2)=[CH:22][CH:21]=1)(=O)C.CC1C=CC=C(C)C=1NC(=O)CN1CCNCC1>>[OH:14][CH:13]([CH2:12][O:11][C:8]1[CH:9]=[CH:10][C:4]2[S:3][C:2]([CH3:1])=[N:6][C:5]=2[CH:7]=1)[CH2:15][N:32]1[CH2:31][CH2:30][N:29]([CH2:28][C:27]([NH:26][C:23]2[CH:24]=[CH:25][C:20]([OH:19])=[CH:21][CH:22]=2)=[O:35])[CH2:34][CH2:33]1. Procedure: Compound 54 was prepared in the manner of compound 7 substituting compound 33 for compound 6 and compound 57 for compound 5 in part D of compound 7: Mass Spectrum (MH+)=457.5.